This data is from the Open Reaction Database (ORD), a public repository of structured organic reaction records. The task is: describe an organic reaction: reactants, conditions, products, and yield Reactants: CC1=C(C(=C2CC3=C(N(C=4C=CC=CC34)C)CN12)C(=O)OC)C(=O)OC (dimethyl 3,6-dimethyl-6,11-dihydro-5H-indolizino[6,7-b]indole-1,2-dicarboxylate), [H-].[H-].[H-].[H-].[Li+].[Al+3] (LiAlH4). The solvent is ClCCl (dichloromethane), C(C)OCC (diethyl ether). Reaction conditions: time 15 minute. Product: CC1=C(C(=C2CC3=C(N(C=4C=CC=CC34)C)CN12)CO)CO ([3,6-dimethyl-6,11-dihydro-5H-indolizino[6,7-b]indole-1,2-diyl]dimethanol). Reaction SMILES: [CH3:1][C:2]1[N:18]2[C:5]([CH2:6][C:7]3[C:15]4[CH:14]=[CH:13][CH:12]=[CH:11][C:10]=4[N:9]([CH3:16])[C:8]=3[CH2:17]2)=[C:4]([C:19](OC)=[O:20])[C:3]=1[C:23](OC)=[O:24].[H-].[H-].[H-].[H-].[Li+].[Al+3]>ClCCl.C(OCC)C>[CH3:1][C:2]1[N:18]2[C:5]([CH2:6][C:7]3[C:15]4[CH:14]=[CH:13][CH:12]=[CH:11][C:10]=4[N:9]([CH3:16])[C:8]=3[CH2:17]2)=[C:4]([CH2:19][OH:20])[C:3]=1[CH2:23][OH:24] |f:1.2.3.4.5.6|. Procedure details: A solution of dimethyl 3,6-dimethyl-6,11-dihydro-5H-indolizino[6,7-b]indole-1,2-dicarboxylate (3.5 g, 10.0 mmol) in anhydrous dichloromethane (35 mL) was added dropwise into a stirred suspension of LiAlH4 (0.9 g, 25.0 mmol) in anhydrous diethyl ether (20 mL) at 0 to −5° C. The reaction mixture was further stirred for 15 min after the addition was completed. The excess hydride was destroyed by the sequential addition of water (1 mL), 15% aqueous NaOH (1 mL), and water (1 mL) at 0° C. The mixture ... Reactants: BrC1=CC=C(C(=C1OC[C@@H]1N(CCC1)C(=O)OC(C)(C)C)C(=O)OC)N(C(=O)OC(C)(C)C)C(=O)OC(C)(C)C (tert-butyl (R)-2-[6-bromo-3-bis-(tert-butoxycarbonyl)amino-2-methoxycarbonylphenoxymethyl]pyrrolidine-1-carboxylate), BrC=1C(=C(C(=O)OC)C(=CC1)N(C(=O)OC(C)(C)C)C(=O)OC(C)(C)C)O (methyl 3-bromo-6-bis-(tert-butoxycarbonyl)amino-2-hydroxybenzoate), OC[C@@H]1N(CCC1)C(=O)OC(C)(C)C (tert-butyl (R)-2-hydroxymethylpyrrolidine-1-carboxylate), BrC=1C(=C(C(=O)OC)C(=CC1)N(C(=O)OC(C)(C)C)C(=O)OC(C)(C)C)O (methyl 3-bromo-6-bis-(tert-butoxycarbonyl)amino-2-hydroxybenzoate). The product is BrC1=CC=C(C(=C1OC[C@H]1N(CCC1)C(=O)OC(C)(C)C)C(=O)OC)N(C(=O)OC(C)(C)C)C(=O)OC(C)(C)C (tert-Butyl (S)-2-[6-bromo-3-bis-(tert-butoxycarbonyl)amino-2-methoxycarbonylphenoxymethyl]pyrrolidine-1-carboxylate). Reaction SMILES: [Br:1][C:2]1[C:7]([O:8][CH2:9][C@H:10]2[CH2:14][CH2:13][CH2:12][N:11]2[C:15]([O:17][C:18]([CH3:21])([CH3:20])[CH3:19])=[O:16])=[C:6]([C:22]([O:24][CH3:25])=[O:23])[C:5]([N:26]([C:34]([O:36][C:37]([CH3:40])([CH3:39])[CH3:38])=[O:35])[C:27]([O:29][C:30]([CH3:33])([CH3:32])[CH3:31])=[O:28])=[CH:4][CH:3]=1.OC[C@H]1CCCN1C(OC(C)(C)C)=O.BrC1C(O)=C(C(N(C(OC(C)(C)C)=O)C(OC(C)(C)C)=O)=CC=1)C(OC)=O>>[Br:1][C:2]1[C:7]([O:8][CH2:9][C@@H:10]2[CH2:14][CH2:13][CH2:12][N:11]2[C:15]([O:17][C:18]([CH3:19])([CH3:20])[CH3:21])=[O:16])=[C:6]([C:22]([O:24][CH3:25])=[O:23])[C:5]([N:26]([C:27]([O:29][C:30]([CH3:33])([CH3:32])[CH3:31])=[O:28])[C:34]([O:36][C:37]([CH3:39])([CH3:38])[CH3:40])=[O:35])=[CH:4][CH:3]=1. Procedure details: Prepared by proceeding in a similar manner to Intermediate 8, starting from tert-butyl (R)-2-hydroxymethylpyrrolidine-1-carboxylate and methyl 3-bromo-6-bis-(tert-butoxycarbonyl)amino-2-hydroxybenzoate (Intermediate 9). The reactants are CC=1N=C2N(C(C1C1=CC=C(C=C1)C(F)(F)F)=O)C=CS2 (7-Methyl-6-[4-(trifluoromethyl)phenyl]-5H-[1,3]thiazolo[3,2-a]pyrimidin-5-one), C(CC(C)C)OC1=C(C=O)C=CC=C1OC (2-isopentyloxy-3-methoxybenzaldehyde), [O-]CC.[Na+] (sodium ethoxide). Solvent: C(C)O (ethanol). Product: C(CC(C)C)OC1=C(C=CC=C1OC)/C=C/C=1N=C2N(C(C1C1=CC=C(C=C1)C(F)(F)F)=O)C=CS2 (7-[(E)-2-(2-Isopentyloxy-3-methoxyphenyl)-1-ethenyl]-6-[4-(trifluoromethyl)phenyl]-5H-[1,3]thiazolo[3,2-a]pyrimidin-5-one). The yield is 46.4%. RXN SMILES: [CH3:1][C:2]1[N:3]=[C:4]2[S:21][CH:20]=[CH:19][N:5]2[C:6](=[O:18])[C:7]=1[C:8]1[CH:13]=[CH:12][C:11]([C:14]([F:17])([F:16])[F:15])=[CH:10][CH:9]=1.[CH2:22]([O:27][C:28]1[C:35]([O:36][CH3:37])=[CH:34][CH:33]=[CH:32][C:29]=1[CH:30]=O)[CH2:23][CH:24]([CH3:26])[CH3:25].[O-]CC.[Na+]>C(O)C>[CH2:22]([O:27][C:28]1[C:35]([O:36][CH3:37])=[CH:34][CH:33]=[CH:32][C:29]=1/[CH:30]=[CH:1]/[C:2]1[N:3]=[C:4]2[S:21][CH:20]=[CH:19][N:5]2[C:6](=[O:18])[C:7]=1[C:8]1[CH:13]=[CH:12][C:11]([C:14]([F:17])([F:15])[F:16])=[CH:10][CH:9]=1)[CH2:23][CH:24]([CH3:26])[CH3:25] |f:2.3|. Reported procedure: The title compound was synthesized by condensation of Intermediate 5 (400 mg, 1.289 mmol) with 2-isopentyloxy-3-methoxybenzaldehyde (400 mg, 1.812 mmol) in presence of sodium ethoxide (163 mg, 2.418 mmol) in ethanol (15 ml) according to the procedure described in Example 24 to give 308 mg of the desired product as an off-white solid; 1H NMR (300 MHz, DMSO-d6) δ 0.92 (d, J=6.3 Hz, 6H), 1.42 (q, J=6.3 Hz, 2H), 1.80-1.90 (m, 1H), 3.77 (s, 3H), 3.84 (t, J=6.3 Hz, 2H), 6.90-7.00 (m, 4H), 7.51 (d, J=4... Starting materials: C1(=CC=CC=C1)P(C1=CC=CC=C1)C1=CC=CC=C1 (triphenylphosphine), CCOC(=O)/N=N/C(=O)OCC (diethylazodicarboxylate), (7S,9aS)-cis-(2-Benzo[d]isoxazol-3-yl-octahydro-pyrido[1,2-a]pyrazin-7-yl)-methanol, COC(C1=CC(=CC=C1)O)=O (methyl-3-hydroxybenzoate). The solvent is O1CCCC1 (tetrahydrofuran). Run at temperature 50 celsius. The product is hydrazine diethylcarboxylate, C1(=CC=CC=C1)P(C1=CC=CC=C1)(C1=CC=CC=C1)=O (triphenylphosphine oxide). Reaction SMILES: C[O:2]C(=O)C1C=CC=C(O)C=1.[C:12]1([P:18]([C:25]2[CH:30]=[CH:29][CH:28]=[CH:27][CH:26]=2)[C:19]2[CH:24]=[CH:23][CH:22]=[CH:21][CH:20]=2)[CH:17]=[CH:16][CH:15]=[CH:14][CH:13]=1.CCOC(/N=N/C(OCC)=O)=O>O1CCCC1>[C:25]1([P:18](=[O:2])([C:12]2[CH:13]=[CH:14][CH:15]=[CH:16][CH:17]=2)[C:19]2[CH:24]=[CH:23][CH:22]=[CH:21][CH:20]=2)[CH:26]=[CH:27][CH:28]=[CH:29][CH:30]=1. Procedure: To a well-stirred solution consisting of (7S,9aS)-cis-(2-Benzo[d]isoxazol-3-yl-octahydro-pyrido[1,2-a]pyrazin-7-yl)-methanol (3.40 g, 11.83 mmol), methyl-3-hydroxybenzoate (2.70 g, 17.75 mmol), and triphenylphosphine (3.70 g, 14.20 mmol), in anhydrous tetrahydrofuran (68 ml), diethylazodicarboxylate (2.24 ml, 14.20 mmol) was added. The resulting solution was heated at 50° C. for 2 hours. The solvent was removed in vacuo, and the resulting residue was extracted into a biphasic 1N aqueous sodium h... Starting materials: CS(=O)(=O)c1ccc2c(c1)OC(CN)CO2, FC(F)(F)CCI. The product is CS(=O)(=O)c1ccc2c(c1)OC(CNCCC(F)(F)F)CO2. As a reaction SMILES: [CH3:1][S:2](=[O:3])(=[O:4])[c:5]1[cH:6][cH:7][c:8]2[c:9]([cH:16]1)[O:10][CH:11]([CH2:14][NH2:15])[CH2:12][O:13]2.[F:17][C:18]([CH2:19][CH2:20][I:21])([F:22])[F:23]>>[CH3:1][S:2](=[O:3])(=[O:4])[c:5]1[cH:6][cH:7][c:8]2[c:9]([cH:16]1)[O:10][CH:11]([CH2:14][NH:15][CH2:20][CH2:19][C:18]([F:17])([F:22])[F:23])[CH2:12][O:13]2.